Dataset: the Open Reaction Database (ORD), a public repository of structured organic reaction records. Task: describe an organic reaction: reactants, conditions, products, and yield The reactants are CCn1nc(C)c2c3[nH]c4ccnn4c(=O)c3c(C)nc21, CCI. Yields the product CCn1nc(C)c2c1nc(C)c1c(=O)n3nccc3n(CC)c12. RXN SMILES: [CH2:1]([CH3:2])[n:3]1[n:4][c:5]([CH3:21])[c:6]2[c:7]1[n:8][c:9]([CH3:20])[c:10]1[c:11]2[nH:12][c:13]2[n:14]([c:15]1=[O:16])[n:17][cH:18][cH:19]2.[CH2:22]([CH3:23])[I:24]>>[CH2:1]([CH3:2])[n:3]1[n:4][c:5]([CH3:21])[c:6]2[c:7]1[n:8][c:9]([CH3:20])[c:10]1[c:11]2[n:12]([CH2:22][CH3:23])[c:13]2[n:14]([c:15]1=[O:16])[n:17][cH:18][cH:19]2. Reactants: S1C=C(C=C1)C=CC(=O)OCC (ethyl 3-(thiophen-3-yl)acrylate), C[N+](=O)[O-] (CH3NO2). The product is [N+](=O)([O-])CC(CC(=O)OCC)C1=CSC=C1 (ethyl 4-nitro-3-(thiophen-3-yl)butanoate). Yield: 65.0%. RXN SMILES: [S:1]1[CH:5]=[CH:4][C:3]([CH:6]=[CH:7][C:8]([O:10][CH2:11][CH3:12])=[O:9])=[CH:2]1.[CH3:13][N+:14]([O-:16])=[O:15]>>[N+:14]([CH2:13][CH:6]([C:3]1[CH:4]=[CH:5][S:1][CH:2]=1)[CH2:7][C:8]([O:10][CH2:11][CH3:12])=[O:9])([O-:16])=[O:15]. Reported procedure: To a solution of ethyl 3-(thiophen-3-yl)acrylate (5 g, 27.5 mmol) in CH3NO2 (20 mL) was added Triton B (5 mL) under N2 and the resulting reaction mixture was refluxed overnight. The reaction mixture was concentrated and then diluted with water. The mixture was extracted with EtOAc, washed with brine, and dried over anhydrous Na2SO4. After filtration and concentration, the crude product was purified by column chromatography to give the title compound (4.3 g, 65%).